This data is from the Open Reaction Database (ORD), a public repository of structured organic reaction records. The task is: describe an organic reaction: reactants, conditions, products, and yield The reactants are [N+](=O)([O-])C1=CC=C(C(=O)Cl)C=C1 (4-nitrobenzoyl chloride), [OH-].[Li+] (lithium hydroxide), OC1=C(C(=CC=C1)O)C(C)=O (2′,6′-dihydroxyacetophenone), ice, Cl (HCl). Run in C1CCOC1 (THF), C1CCOC1 (THF). Reaction conditions: temperature -10 celsius, time 2 hour. The product is [N+](=O)([O-])C1=CC=C(C=2OC3=CC=CC(=C3C(C2)=O)O)C=C1 (4′-nitro-5-hydroxyflavone). Reaction SMILES: [OH-].[Li+].[OH:3][C:4]1[CH:9]=[CH:8][CH:7]=[C:6]([OH:10])[C:5]=1[C:11](=[O:13])[CH3:12].[N+:14]([C:17]1[CH:25]=[CH:24][C:20]([C:21](Cl)=O)=[CH:19][CH:18]=1)([O-:16])=[O:15].Cl>C1COCC1>[N+:14]([C:17]1[CH:25]=[CH:24][C:20]([C:21]2[O:3][C:4]3[C:5]([C:11](=[O:13])[CH:12]=2)=[C:6]([OH:10])[CH:7]=[CH:8][CH:9]=3)=[CH:19][CH:18]=1)([O-:16])=[O:15] |f:0.1|. Reported procedure: Dry, pulverulent lithium hydroxide (52.5 mmol, 4 equivalents) is added in one portion to a well-stirred solution of 2′,6′-dihydroxyacetophenone (13.1 mmol) in dry THF (40 ml) under an argon atmosphere at −78° C. The reaction mixture is stirred at −78° C. for one hour and subsequently at −10° C. for two hours. After the mixture has been re-cooled to −78° C., a solution of 4-nitrobenzoyl chloride (14.46 mmol) in THF (40 ml) is added in one portion. The mixture is stirred at −78° C. for one hour an... Reactants: C(C)(=O)NC=1SC=C(N1)C=O (2-acetylamino-4-formylthiazole), C(=O)C=P(C1=CC=CC=C1)(C1=CC=CC=C1)C1=CC=CC=C1 (formylmethylidenetriphenylphosphorane). Solvent: C(Cl)(Cl)Cl (chloroform). Yields the product C(C)(=O)NC=1SC=C(N1)C=CC=O (2-acetylamino-4-(2-formylvinyl)thiazole). Yield: 64.8%. Reaction SMILES: [C:1]([NH:4][C:5]1[S:6][CH:7]=[C:8]([CH:10]=O)[N:9]=1)(=[O:3])[CH3:2].[CH:12]([CH:14]=P(C1C=CC=CC=1)(C1C=CC=CC=1)C1C=CC=CC=1)=[O:13]>C(Cl)(Cl)Cl>[C:1]([NH:4][C:5]1[S:6][CH:7]=[C:8]([CH:10]=[CH:14][CH:12]=[O:13])[N:9]=1)(=[O:3])[CH3:2]. Procedure: A mixtuxe of 2-acetylamino-4-formylthiazole (6.05 g), formylmethylidenetriphenylphosphorane (10.82 g) and chloroform (360 ml) was refluxed for 4 hours. The precipitates were collected by filtration and washed with chloroform to give 2-acetylamino-4-(2-formylvinyl)thiazole (4.52 g). Reaction SMILES: [Br:18][CH2:19][CH2:20][CH3:21].[CH3:23][N:24]([CH3:25])[CH:26]=[O:27].[K+:17].[N+:1](=[O:2])([O-:3])[c:4]1[cH:5][cH:6][c:7](-[n:10]2[nH:11][n:12][n:13][c:14]2=[O:15])[cH:8][cH:9]1.[OH-:16].[OH2:22]>>[N+:1](=[O:2])([O-:3])[c:4]1[cH:5][cH:6][c:7](-[n:10]2[n:11][n:12][n:13]([CH2:19][CH2:20][CH3:21])[c:14]2=[O:15])[cH:8][cH:9]1. Yields the product CCCn1nnn(-c2ccc([N+](=O)[O-])cc2)c1=O. Reactants: CCCBr, CN(C)C=O, [K+], O=c1nn[nH]n1-c1ccc([N+](=O)[O-])cc1, [OH-], O. Starting materials: CC1=C(N2C3=C(CCC4=C2C=CC=C4)C=CC=C13)CCNC (6,7-dihydro-2-methyl-1-(2-methylaminoethyl)-indolo[1,7-ab][1]benzazepine), [Na] (sodium), [Cl-].[NH4+] (ammonium chloride), [Na] (sodium). The solvent is O1CCCC1 (tetrahydrofuran). Product: C[C@H]1[C@@H](N2C3=C(CCC4=C2C=CC=C4)C=CC=C13)CCNC (trans-1,2,6,7-tetrahydro-2-methyl-1-(2-methylaminoethyl)-indolo[1,7-ab][1]benzazepine), Cl (hydrochloride). Reaction SMILES: [CH3:1][C:2]1[C:18]2[C:5]3=[C:6]([CH:15]=[CH:16][CH:17]=2)[CH2:7][CH2:8][C:9]2[CH:14]=[CH:13][CH:12]=[CH:11][C:10]=2[N:4]3[C:3]=1[CH2:19][CH2:20][NH:21][CH3:22].[Na].[Cl-:24].[NH4+]>O1CCCC1>[CH3:1][C@@H:2]1[C:18]2[C:5]3=[C:6]([CH:15]=[CH:16][CH:17]=2)[CH2:7][CH2:8][C:9]2[CH:14]=[CH:13][CH:12]=[CH:11][C:10]=2[N:4]3[C@H:3]1[CH2:19][CH2:20][NH:21][CH3:22].[ClH:24] |f:2.3,^1:22|. Procedure: 7.4 g (0.0255 mol) of 6,7-dihydro-2-methyl-1-(2-methylaminoethyl)-indolo[1,7-ab][1]benzazepine were dissolved in 74 ml of tetrahydrofuran (freshly distilled from sodium) and 148 ml of liquid ammonia and reduced with 1.17 g (2 × 0.0255 mol) of sodium. Addition of a further 0.12 g (10% excess) of sodium caused formation of a permanent blue colour. After decomposition with 3 g of ammonium chloride, the mixture was worked up in the manner described in part B of Example 2. The basic product was disti... Starting materials: [Al+3], Cl, [H-], [H-], [H-], [H-], [Li+], C1CCOC1, O, C#CCC(C#N)(c1ccccc1)c1ccccc1. Yields the product C#CCC(C=O)(c1ccccc1)c1ccccc1. As a reaction SMILES: [Al+3:20].[ClH:26].[H-:19].[H-:22].[H-:23].[H-:24].[Li+:21].[O:27]1[CH2:28][CH2:29][CH2:30][CH2:31]1.[OH2:25].[c:1]1([C:7]([C:8]#[N:9])([CH2:10][C:11]#[CH:12])[c:13]2[cH:14][cH:15][cH:16][cH:17][cH:18]2)[cH:2][cH:3][cH:4][cH:5][cH:6]1>>[c:1]1([C:7]([CH:8]=[O:25])([CH2:10][C:11]#[CH:12])[c:13]2[cH:14][cH:15][cH:16][cH:17][cH:18]2)[cH:2][cH:3][cH:4][cH:5][cH:6]1. Starting materials: O (Water), OC=1C=CC(=NC1)CCC (5-Hydroxy-2-n-propylpyridine), [H-].[Na+] (sodium hydride), C(C1=CC=CC=C1)Br (Benzylbromide), C(O)([O-])=O.[Na+] (sodium hydrogen carbonate). Solvent: CS(=O)C (dimethyl sulfoxide), C(C)N(CC)CC (triethylamine), O1CCCC1 (tetrahydrofuran). Reaction conditions: time 0.5 hour. Product: C(C1=CC=CC=C1)OC=1C=CC(=NC1)CCC (5-benzyloxy-2-n-propylpyridine). Yield: 452.8%. RXN SMILES: [OH:1][C:2]1[CH:3]=[CH:4][C:5]([CH2:8][CH2:9][CH3:10])=[N:6][CH:7]=1.[H-].[Na+].[CH2:13](Br)[C:14]1[CH:19]=[CH:18][CH:17]=[CH:16][CH:15]=1.O.C(=O)([O-])O.[Na+]>O1CCCC1.C(N(CC)CC)C.CS(C)=O>[CH2:13]([O:1][C:2]1[CH:3]=[CH:4][C:5]([CH2:8][CH2:9][CH3:10])=[N:6][CH:7]=1)[C:14]1[CH:19]=[CH:18][CH:17]=[CH:16][CH:15]=1 |f:1.2,5.6|. Procedure details: 5-Hydroxy-2-n-propylpyridine (13.72 g, 100 mmol) was dissolved in 200 ml of dry tetrahydrofuran under a nitrogen atmosphere, and at 0° C., 60% sodium hydride (7.0 g, 175 mmol) was added in small portions. The reaction mixture was stirred for 1/2 hour when a precipitate became visible. This precipitate was redissolved by adding 30 ml of dimethyl sulfoxide. Benzylbromide (13.1 ml, 18.84 mmol) was added dropwise and the resulting mixture was stirred at room temperature for 3 hours. Water (200 mol) ... The reactants are CC(C)c1ncccc1CCl, O=C(OO)c1cccc(Cl)c1, ClC(Cl)Cl. Product: CC(C)c1c(CCl)ccc[n+]1[O-]. RXN SMILES: [CH:1]([CH3:2])([CH3:3])[c:4]1[n:5][cH:6][cH:7][cH:8][c:9]1[CH2:10][Cl:11].[Cl:12][c:13]1[cH:14][cH:15][cH:16][c:17]([C:18]([O:19][OH:21])=[O:20])[cH:22]1.[Cl:23][CH:24]([Cl:25])[Cl:26]>>[CH:1]([CH3:2])([CH3:3])[c:4]1[n+:5]([O-:20])[cH:6][cH:7][cH:8][c:9]1[CH2:10][Cl:11]. The reactants are 2-R-5-(heteroaryl-2-ylamino)phenol, NC1=NC(=NC=C1)Cl (4-amino-2-chloropyrimidine), NC=1C=CC(=C(C1)O)Cl (5-amino-2-chlorophenol). Run in CCO (EtOH). Conditions: temperature 90 celsius. Product: NC1=NC(=NC=C1)NC=1C=CC(=C(C1)O)Cl (5-(4-Aminopyrimidin-2-ylamino)-2-chlorophenol). Yield: 47.0%. RXN SMILES: [NH2:1][C:2]1[CH:7]=[CH:6][N:5]=[C:4](Cl)[N:3]=1.[NH2:9][C:10]1[CH:11]=[CH:12][C:13]([Cl:17])=[C:14]([OH:16])[CH:15]=1>CCO>[NH2:1][C:2]1[CH:7]=[CH:6][N:5]=[C:4]([NH:9][C:10]2[CH:11]=[CH:12][C:13]([Cl:17])=[C:14]([OH:16])[CH:15]=2)[N:3]=1. Procedure details: Following the general procedure for the synthesis of 2-R-5-(heteroaryl-2-ylamino)phenol, 4-amino-2-chloropyrimidine (70 mg, 0.5 mmol) and 5-amino-2-chlorophenol (78 mg, 0.5 mmol) in 10% aqueous EtOH (2 mL) was heated at 90° C. for 18 h. The title compound was obtained in 47% yield a (60 mg) and used for the next step without additional purification. The reactants are FC(C(=O)O)(F)F (trifluoroacetic acid), NC=1SC=C(N1)C(C(=O)N[C@H]1[C@@H]2N(C(=C(CS2)C[N+](CC=2NC=C(C(C2)=O)O)(C)C)C(=O)[O-])C1=O)=NOCC(=O)OC(C)(C)C (7β-[2-(2-aminothiazol-4-yl) -2-tert-butoxycarbonylmethoxyiminoacetamido]-3-[N,N-dimethyl-N-{(5-hydroxy-4-oxo-1,4-dihydropyridin-2-yl)methyl}ammonio]methyl-3-cephem-4-carboxylate), C(C)(C)OC(C)C (diisopropyl ether). The solvent is C1(=CC=CC=C1)OC (anisole). Yields the product NC=1SC=C(N1)C(C(=O)N[C@H]1[C@@H]2N(C(=C(CS2)C[N+](CC=2NC=C(C(C2)=O)O)(C)C)C(=O)[O-])C1=O)=NOCC(=O)O (7β-[2-(2-aminothiazol-4-yl)-2-carboxymethoxyiminoacetamido]-3-[N,N-dimethyl-N-{(5-hydroxy-4-oxo-1,4-dihydropyridin-2-yl )methyl}ammonio]methyl-3-cephem-4-carboxylate). The yield is 56.6%. Reaction SMILES: [NH2:1][C:2]1[S:3][CH:4]=[C:5]([C:7](=[N:36][O:37][CH2:38][C:39]([O:41]C(C)(C)C)=[O:40])[C:8]([NH:10][C@@H:11]2[C:34](=[O:35])[N:13]3[C:14]([C:31]([O-:33])=[O:32])=[C:15]([CH2:18][N+:19]([CH3:30])([CH3:29])[CH2:20][C:21]4[NH:22][CH:23]=[C:24]([OH:28])[C:25](=[O:27])[CH:26]=4)[CH2:16][S:17][C@H:12]23)=[O:9])[N:6]=1.FC(F)(F)C(O)=O.C(OC(C)C)(C)C>C1(OC)C=CC=CC=1>[NH2:1][C:2]1[S:3][CH:4]=[C:5]([C:7](=[N:36][O:37][CH2:38][C:39]([OH:41])=[O:40])[C:8]([NH:10][C@@H:11]2[C:34](=[O:35])[N:13]3[C:14]([C:31]([O-:33])=[O:32])=[C:15]([CH2:18][N+:19]([CH3:29])([CH3:30])[CH2:20][C:21]4[NH:22][CH:23]=[C:24]([OH:28])[C:25](=[O:27])[CH:26]=4)[CH2:16][S:17][C@H:12]23)=[O:9])[N:6]=1. Procedure details: To a suspension of 7β-[2-(2-aminothiazol-4-yl) -2-tert-butoxycarbonylmethoxyiminoacetamido]-3-[N,N-dimethyl-N-{(5-hydroxy-4-oxo-1,4-dihydropyridin-2-yl)methyl}ammonio]methyl-3-cephem-4-carboxylate (syn isomer) (0.54 g) in anisole (2 ml) was dropwise added trifluoroacetic acid (8 ml) under ice-cooling with stirring. After being stirred at ambient temperature, the mixture was poured into diisopropyl ether (100 ml). The resulting precipitate was collected by filtration, washed with diisopropyl ethe... The reactants are CC(=O)O, CC(C)Oc1c(C#N)cnc2ccc(C=O)nc12, O=C1CSC(NCCc2cccc(F)c2)=N1, O. Product: CC(C)Oc1c(C#N)cnc2ccc(C=C3SC(NCCc4cccc(F)c4)=NC3=O)nc12. Reaction SMILES: [C:35]([OH:36])(=[O:37])[CH3:38].[CH:17](=[O:18])[c:19]1[n:20][c:21]2[c:22]([O:31][CH:32]([CH3:33])[CH3:34])[c:23]([C:29]#[N:30])[cH:24][n:25][c:26]2[cH:27][cH:28]1.[F:1][c:2]1[cH:3][c:4]([CH2:8][CH2:9][NH:10][C:11]2=[N:15][C:14](=[O:16])[CH2:13][S:12]2)[cH:5][cH:6][cH:7]1.[OH2:39]>>[F:1][c:2]1[cH:3][c:4]([CH2:8][CH2:9][NH:10][C:11]2=[N:15][C:14](=[O:16])[C:13](=[CH:17][c:19]3[n:20][c:21]4[c:22]([O:31][CH:32]([CH3:33])[CH3:34])[c:23]([C:29]#[N:30])[cH:24][n:25][c:26]4[cH:27][cH:28]3)[S:12]2)[cH:5][cH:6][cH:7]1.